Task: describe an organic reaction: reactants, conditions, products, and yield. Dataset: the Open Reaction Database (ORD), a public repository of structured organic reaction records The reactants are C(C)(=O)C1C(CCC(C1)OC)=O (2-acetyl-4methoxycyclohexanone), C(#N)CC(=O)N (cyanoacetamide), N1CCCCC1 (piperidine). Solvent: C(C)O (ethanol). The product is C(#N)C=1C(NC(=C2CC(CCC12)OC)C)=O (4-cyano-2,3,5,6,7,8-hexahydro-7-methoxy-1-methyl-3-oxoisoquinoline). Isolated yield 35.0%. RXN SMILES: [C:1]([CH:4]1[CH2:9][CH:8]([O:10][CH3:11])[CH2:7][CH2:6][C:5]1=O)(=O)[CH3:2].[C:13]([CH2:15][C:16]([NH2:18])=[O:17])#[N:14].N1CCCCC1>C(O)C>[C:13]([C:15]1[C:16](=[O:17])[NH:18][C:1]([CH3:2])=[C:4]2[C:5]=1[CH2:6][CH2:7][CH:8]([O:10][CH3:11])[CH2:9]2)#[N:14]. Procedure details: With 5 ml of ethanol were mixed 1.02 g of 2-acetyl-4methoxycyclohexanone and 0.462 g of cyanoacetamide and, a small quantity of piperidine was added to the mixture followed by heating to reflux for 2 hours. The precipitated crystals were taken out by filtration and recrystallized from methanol to give 0.42 g of 4-cyano-2,3,5,6,7,8-hexahydro-7-methoxy-1-methyl-3-oxoisoquinoline. Procedure details: To a mixture of 2,6-difluoroaniline (5.00 g), 2,2,6-trimethyl-4H-1,3-didioxin-4-one (7.16 g) and tetrahydrofuran (13 mL) was added sodium acetate (3.18 g) at room temperature. The reaction mixture was refluxed overnight, and cooled to room temperature. The reaction mixture was poured into water, and the mixture was extracted with ethyl acetate. The extract was washed with saturated brine, and dried over anhydrous sodium sulfate, and the solvent was evaporated under reduced pressure. The residue ... Solvent: O (water). Reaction SMILES: [F:1][C:2]1[CH:8]=[CH:7][CH:6]=[C:5]([F:9])[C:3]=1[NH2:4].[O:10]1[CH2:14][CH2:13][CH2:12][CH2:11]1.C([O-])(=[O:17])C.[Na+]>O>[F:1][C:2]1[CH:8]=[CH:7][CH:6]=[C:5]([F:9])[C:3]=1[NH:4][C:11](=[O:10])[CH2:12][C:13](=[O:17])[CH3:14] |f:2.3|. The product is FC1=C(C(=CC=C1)F)NC(CC(C)=O)=O (N-(2,6-difluorophenyl)-3-oxobutanamide). Reactants: FC1=C(N)C(=CC=C1)F (2,6-difluoroaniline), 2,2,6-trimethyl-4H-1,3-didioxin-4-one, O1CCCC1 (tetrahydrofuran), C(C)(=O)[O-].[Na+] (sodium acetate).